This data is from the Open Reaction Database (ORD), a public repository of structured organic reaction records. The task is: describe an organic reaction: reactants, conditions, products, and yield The reactants are OC=1C=C(C=O)C=C(C1O)[N+](=O)[O-] (3,4-dihydroxy-5-nitrobenzaldehyde), C1(CCCC1)=O (cyclopentanone). Yields the product OC=1C=C(C=C2C(C(CC2)=CC2=CC(=C(C(=C2)[N+](=O)[O-])O)O)=O)C=C(C1O)[N+](=O)[O-] (2,5-Bis-(3,4-dihydroxy-5-nitrobenzylidene)cyclopentanone). As a reaction SMILES: [OH:1][C:2]1[CH:3]=[C:4]([CH:7]=[C:8]([N+:11]([O-:13])=[O:12])[C:9]=1[OH:10])[CH:5]=O.[C:14]1(=[O:19])[CH2:18][CH2:17][CH2:16][CH2:15]1>>[OH:1][C:2]1[CH:3]=[C:4]([CH:7]=[C:8]([N+:11]([O-:13])=[O:12])[C:9]=1[OH:10])[CH:5]=[C:15]1[CH2:16][CH2:17][C:18](=[CH:5][C:4]2[CH:7]=[C:8]([N+:11]([O-:13])=[O:12])[C:9]([OH:10])=[C:2]([OH:1])[CH:3]=2)[C:14]1=[O:19]. Reported procedure: The procedure described in Example 8 was repeated using 5.0 g of 3,4-dihydroxy-5-nitrobenzaldehyde and 2.0 g of cyclopentanone. Yield 4.4 g (78%), m.p. 300° C. (decomp.). Starting materials: FC(S(=O)(=O)OC1=C(C(=CC=C1)OC)[Si](C)(C)C)(F)F (3-methoxy-2-(trimethylsilyl)phenyl trifluoromethanesulfonate), [F-].[Cs+] (Cesium Fluoride), P([O-])([O-])[O-] (phosphite), C(C)#N (Acetonitrile), CCOC(=O)C (EtOAc). Run in Pet Ether. Yields the product COC=1C=C(C=CC1)P(OCC)(OCC)=O (Diethyl 3-methoxyphenylphosphonate). Reaction SMILES: FC(F)(F)S(O[C:7]1[CH:12]=[CH:11][CH:10]=[C:9]([O:13][CH3:14])[C:8]=1[Si](C)(C)C)(=O)=O.[F-].[Cs+].[P:23]([O-:26])([O-:25])[O-:24].[C:27](#N)[CH3:28].[CH3:30][CH2:31]OC(C)=O>>[CH3:14][O:13][C:9]1[CH:8]=[C:7]([P:23](=[O:26])([O:25][CH2:27][CH3:28])[O:24][CH2:30][CH3:31])[CH:12]=[CH:11][CH:10]=1 |f:1.2|. Procedure: 3-methoxy-2-(trimethylsilyl)phenyl trifluoromethanesulfonate (25 mg, 0.076 mmol), Cesium Fluoride (63 mg, 0.419 mmol), Triethtyl phosphite (50 mg, 0.304 mmol), Acetonitrile (1 ml): Reaction Time: 24 h; Rf: 0.3 (2:3 EtOAc:Pet Ether); Thick oil; 13.7 mg, 74%; 1H NMR (200 MHz, CDCl3, TMS) δ 7.45-7.28 (m, 3H), 7.15-7.01 (m, 1H), 4.25-3.96 (m, 4H), 3.85 (s, 3H), 1.33 (t, J=7.1 Hz, 6H); 13C NMR (100 MHz, CDCl3, TMS) δ 159.4 (d, J=18.5 Hz), 129.7 (d, J=17.7 Hz), 129.6 (d, J=187.3 Hz), 124.0 (d, J=9.3 H... Starting materials: C(C)OC(CC(C(C)O)C1=CC2=C(C=C1)OCO2)OCC ((2RS,3SR)-5,5-diethoxy-3-(3,4-methylenedioxyphenyl)pentan-2-ol), C(C)(=O)OC=C (vinyl acetate). Solvent: C(C)N(CC)CC (triethylamine). Conditions: temperature 30 celsius, time 16 hour. Product: C(C)(=O)O[C@H](C)[C@@H](CC(OCC)OCC)C1=CC2=C(C=C1)OCO2 ((2R,3S)-2-acetoxy-5,5-diethoxy-3-(3,4-methylenedioxyphenyl)pentane), C(C)OC(C[C@@H]([C@H](C)O)C1=CC2=C(C=C1)OCO2)OCC ((2S,3R)-5,5-diethoxy-3-(3,4-methylenedioxyphenyl)pentan-2-ol). RXN SMILES: [CH2:1]([O:3][CH:4]([O:19][CH2:20][CH3:21])[CH2:5][CH:6]([C:10]1[CH:15]=[CH:14][C:13]2[O:16][CH2:17][O:18][C:12]=2[CH:11]=1)[CH:7]([OH:9])[CH3:8])[CH3:2].[C:22](OC=C)(=[O:24])[CH3:23]>C(N(CC)CC)C>[C:22]([O:9][C@@H:7]([C@H:6]([C:10]1[CH:15]=[CH:14][C:13]2[O:16][CH2:17][O:18][C:12]=2[CH:11]=1)[CH2:5][CH:4]([O:19][CH2:20][CH3:21])[O:3][CH2:1][CH3:2])[CH3:8])(=[O:24])[CH3:23].[CH2:1]([O:3][CH:4]([O:19][CH2:20][CH3:21])[CH2:5][C@H:6]([C:10]1[CH:15]=[CH:14][C:13]2[O:16][CH2:17][O:18][C:12]=2[CH:11]=1)[C@@H:7]([OH:9])[CH3:8])[CH3:2]. Reported procedure: To 31.98 g of (2RS,3SR)-5,5-diethoxy-3-(3,4-methylenedioxyphenyl)pentan-2-ol in 320 ml of vinyl acetate, 15.1 ml of triethylamine was added. The resulting reaction solution was stirred with 1.0 g of immobilized lipase (Toyozyme LIP) at 30° C. for 16 hours. After 0.9 g of immobilized lipase was further added, the solution was stirred at the same temperature for 46 hours. The insolubles were filtered off, and the filtrate was diluted with ethyl acetate, washed successively with 1N hydrochloric aci... The reactants are ClC1=C(C=C(C(=O)O)C=C1S(N)(=O)=O)[N+](=O)[O-] (4-chloro-3-nitro-5-sulphamyl-benzoic acid), C1(=CC=CC=C1)CCN (β-phenylethylamine). Solvent: O (water). The product is [N+](=O)([O-])C=1C=C(C(=O)O)C=C(C1NCCC1=CC=CC=C1)S(N)(=O)=O (3-nitro-4-(β-phenylethylamino)-5-sulphamyl-benzoic acid). RXN SMILES: Cl[C:2]1[C:10]([S:11](=[O:14])(=[O:13])[NH2:12])=[CH:9][C:5]([C:6]([OH:8])=[O:7])=[CH:4][C:3]=1[N+:15]([O-:17])=[O:16].[C:18]1([CH2:24][CH2:25][NH2:26])[CH:23]=[CH:22][CH:21]=[CH:20][CH:19]=1>O>[N+:15]([C:3]1[CH:4]=[C:5]([CH:9]=[C:10]([S:11](=[O:14])(=[O:13])[NH2:12])[C:2]=1[NH:26][CH2:25][CH2:24][C:18]1[CH:23]=[CH:22][CH:21]=[CH:20][CH:19]=1)[C:6]([OH:8])=[O:7])([O-:17])=[O:16]. Reported procedure: A mixture of 4-chloro-3-nitro-5-sulphamyl-benzoic acid (22.4 g), β-phenylethylamine (29 g), and water (200 ml) was refluxed for 2.5 hours. After cooling, the reaction mixture was adjusted to a pH of 9.5 and extracted with diethyl ether. The aqueous layer was then acidified by addition of 4N hydrochloric acid, and the precipitated 3-nitro-4-(β-phenylethylamino)-5-sulphamyl-benzoic acid was collected by suction. After recrystallization from aqueous ethanol, the melting point was 208°-208.5°C. The reactants are ClCC(=O)NC1=NN2C(C(=C(C(=C2)C=2N(N=CC2)C2=CC=C(C=C2)C#N)C)C2=CC(=CC=C2)C(F)(F)F)=N1 (2-chloro-N-[6-[2-(4-cyano-phenyl)-2H-pyrazol-3-yl]-7-methyl-8-(3-trifluoromethyl-phenyl)-[1,2,4]triazolo[1,5-a]pyridin-2-yl]-acetamide), N1CCS(CC1)(=O)=O (thiomorpholine 1,1-dioxide). Product: C(#N)C1=CC=C(C=C1)N1N=CC=C1C=1C(=C(C=2N(C1)N=C(N2)NC(CN2CCS(CC2)(=O)=O)=O)C2=CC(=CC=C2)C(F)(F)F)C (N-[6-[1-(4-Cyano-phenyl)-1H-pyrazol-5-yl]-7-methyl-8-(3-trifluoromethyl-phenyl)-[1,2,4]triazolo[1,5-a]pyridin-2-yl]-2-(1,1-dioxothiomorpholin-4-yl)-acetamide). As a reaction SMILES: Cl[CH2:2][C:3]([NH:5][C:6]1[N:38]=[C:9]2[C:10]([C:28]3[CH:33]=[CH:32][CH:31]=[C:30]([C:34]([F:37])([F:36])[F:35])[CH:29]=3)=[C:11]([CH3:27])[C:12]([C:14]3[N:15]([C:19]4[CH:24]=[CH:23][C:22]([C:25]#[N:26])=[CH:21][CH:20]=4)[N:16]=[CH:17][CH:18]=3)=[CH:13][N:8]2[N:7]=1)=[O:4].[NH:39]1[CH2:44][CH2:43][S:42](=[O:46])(=[O:45])[CH2:41][CH2:40]1>>[C:25]([C:22]1[CH:23]=[CH:24][C:19]([N:15]2[C:14]([C:12]3[C:11]([CH3:27])=[C:10]([C:28]4[CH:33]=[CH:32][CH:31]=[C:30]([C:34]([F:37])([F:36])[F:35])[CH:29]=4)[C:9]4[N:8]([N:7]=[C:6]([NH:5][C:3](=[O:4])[CH2:2][N:39]5[CH2:44][CH2:43][S:42](=[O:46])(=[O:45])[CH2:41][CH2:40]5)[N:38]=4)[CH:13]=3)=[CH:18][CH:17]=[N:16]2)=[CH:20][CH:21]=1)#[N:26]. Reported procedure: The title compound was prepared from 2-chloro-N-[6-[2-(4-cyano-phenyl)-2H-pyrazol-3-yl]-7-methyl-8-(3-trifluoromethyl-phenyl)-[1,2,4]triazolo[1,5-a]pyridin-2-yl]-acetamide (Int. 17, 50 mg, 0.0934 mmol) and thiomorpholine 1,1-dioxide (20 mg, 0.148 mmol) using a similar method to that employed for Example 18, Step 2 (10 mg). The reactants are CC(C)(C)OC(=O)N1C2CCC1CN(c1ncccc1Cl)C2, ClCCl, O=C(O)C(F)(F)F. Yields the product Clc1cccnc1N1CC2CCC(C1)N2. As a reaction SMILES: [Cl:1][c:2]1[c:3]([N:8]2[CH2:9][CH:10]3[CH2:11][CH2:12][CH:13]([CH2:14]2)[N:15]3[C:16]([O:17][C:18]([CH3:19])([CH3:20])[CH3:21])=[O:22])[n:4][cH:5][cH:6][cH:7]1.[Cl:30][CH2:31][Cl:32].[OH:23][C:24]([C:25]([F:26])([F:27])[F:28])=[O:29]>>[Cl:1][c:2]1[c:3]([N:8]2[CH2:9][CH:10]3[CH2:11][CH2:12][CH:13]([CH2:14]2)[NH:15]3)[n:4][cH:5][cH:6][cH:7]1. The reactants are CCOC(=O)Cn1ccc2ccc(O)cc21, CCCCP(CCCC)CCCC, Cc1nc(-c2ccc(C(F)(F)F)cc2)cc(C(F)(F)F)c1CO. Yields the product CCOC(=O)Cn1ccc2ccc(OCc3c(C(F)(F)F)cc(-c4ccc(C(F)(F)F)cc4)nc3C)cc21. Reaction SMILES: [CH2:1]([CH3:2])[O:3][C:4]([CH2:5][n:6]1[cH:7][cH:8][c:9]2[cH:10][cH:11][c:12]([OH:15])[cH:13][c:14]12)=[O:16].[CH2:40]([P:41]([CH2:42][CH2:43][CH2:44][CH3:45])[CH2:46][CH2:47][CH2:48][CH3:49])[CH2:50][CH2:51][CH3:52].[CH3:17][c:18]1[n:19][c:20](-[c:30]2[cH:31][cH:32][c:33]([C:36]([F:37])([F:38])[F:39])[cH:34][cH:35]2)[cH:21][c:22]([C:26]([F:27])([F:28])[F:29])[c:23]1[CH2:24][OH:25]>>[CH2:1]([CH3:2])[O:3][C:4]([CH2:5][n:6]1[cH:7][cH:8][c:9]2[cH:10][cH:11][c:12]([O:15][CH2:24][c:23]3[c:18]([CH3:17])[n:19][c:20](-[c:30]4[cH:31][cH:32][c:33]([C:36]([F:37])([F:38])[F:39])[cH:34][cH:35]4)[cH:21][c:22]3[C:26]([F:27])([F:28])[F:29])[cH:13][c:14]12)=[O:16]. The reactants are CC1(C)OB(c2cnn(C3CCNCC3)c2)OC1(C)C, CN(C)C(=O)Cl, CO, CCN(C(C)C)C(C)C, Cl, CN(C)C=O. Yields the product CN(C)C(=O)N1CCC(n2cc(B3OC(C)(C)C(C)(C)O3)cn2)CC1. Reaction SMILES: [CH3:2][C:3]1([CH3:21])[O:4][B:5]([c:10]2[cH:11][n:12][n:13]([CH:15]3[CH2:16][CH2:17][NH:18][CH2:19][CH2:20]3)[cH:14]2)[O:6][C:7]1([CH3:8])[CH3:9].[CH3:31][N:32]([C:33](=[O:34])[Cl:35])[CH3:36].[CH3:37][OH:38].[CH:22]([N:23]([CH2:24][CH3:25])[CH:26]([CH3:27])[CH3:28])([CH3:29])[CH3:30].[ClH:1].[O:39]=[CH:40][N:41]([CH3:42])[CH3:43]>>[CH3:2][C:3]1([CH3:21])[O:4][B:5]([c:10]2[cH:11][n:12][n:13]([CH:15]3[CH2:16][CH2:17][N:18]([C:33]([N:32]([CH3:31])[CH3:36])=[O:34])[CH2:19][CH2:20]3)[cH:14]2)[O:6][C:7]1([CH3:8])[CH3:9].